From a dataset of the Open Reaction Database (ORD), a public repository of structured organic reaction records. describe an organic reaction: reactants, conditions, products, and yield The product is CC1COC(O)(c2cc(F)cc(F)c2)C(C)N1C(=O)OCCl. Reactants: O=C([O-])[O-], CCCCCCC, CCOC(C)=O, O=C(Cl)OCCl, ClCCl, CC1COC(O)(c2cc(F)cc(F)c2)C(C)N1, [K+], [K+], O. As a reaction SMILES: [C:18](=[O:19])([O-:20])[O-:21].[CH3:30][CH2:31][CH2:32][CH2:33][CH2:34][CH2:35][CH3:36].[CH3:41][CH2:42][O:43][C:44](=[O:45])[CH3:46].[Cl:24][C:25](=[O:26])[O:27][CH2:28][Cl:29].[Cl:37][CH2:38][Cl:39].[F:1][c:2]1[cH:3][c:4]([C:9]2([OH:17])[O:10][CH2:11][CH:12]([CH3:16])[NH:13][CH:14]2[CH3:15])[cH:5][c:6]([F:8])[cH:7]1.[K+:22].[K+:23].[OH2:40]>>[F:1][c:2]1[cH:3][c:4]([C:9]2([OH:17])[O:10][CH2:11][CH:12]([CH3:16])[N:13]([C:25](=[O:26])[O:27][CH2:28][Cl:29])[CH:14]2[CH3:15])[cH:5][c:6]([F:8])[cH:7]1. The reactants are NN1C(C2=CC=CC=C2C(=N1)SCC1=CC=CC=C1)=O (2-amino-4-(benzylthio)phthalazin-1(2H)-one), ClC1=CC=C(C=C1)CC(=O)Cl ((4-chlorophenyl)acetyl chloride). Product: C(C1=CC=CC=C1)SC1=NN(C(C2=CC=CC=C12)=O)NC(CC1=CC=C(C=C1)Cl)=O (N-[4-(benzylsulfanyl)-1-oxophthalazin-2(1H)-yl]-2-(4-chlorophenyl)acetamide). Reaction SMILES: [NH2:1][N:2]1[N:11]=[C:10]([S:12][CH2:13][C:14]2[CH:19]=[CH:18][CH:17]=[CH:16][CH:15]=2)[C:9]2[C:4](=[CH:5][CH:6]=[CH:7][CH:8]=2)[C:3]1=[O:20].[Cl:21][C:22]1[CH:27]=[CH:26][C:25]([CH2:28][C:29](Cl)=[O:30])=[CH:24][CH:23]=1>>[CH2:13]([S:12][C:10]1[C:9]2[C:4](=[CH:5][CH:6]=[CH:7][CH:8]=2)[C:3](=[O:20])[N:2]([NH:1][C:29](=[O:30])[CH2:28][C:25]2[CH:26]=[CH:27][C:22]([Cl:21])=[CH:23][CH:24]=2)[N:11]=1)[C:14]1[CH:19]=[CH:18][CH:17]=[CH:16][CH:15]=1. Reported procedure: The product from Example 212B and (4-chlorophenyl)acetyl chloride were processed using a method similar to that described in Example 4C to afford the title compound. 1H NMR (400 MHz, DMSO-d6) δ ppm 11.69 (s, 1H), 8.32 (dd, J=8.1, 1.3 Hz, 1H), 7.90-8.01 (m, 3H), 7.37-7.43 (m, 6H), 7.23-7.26 (m, 3H), 4.32 (s, 2H), 3.72 (s, 2H); MS (DCI+) M/Z 453 (M+NH4)+.